The task is: describe an organic reaction: reactants, conditions, products, and yield. This data is from the Open Reaction Database (ORD), a public repository of structured organic reaction records. Run in C1CCOC1 (THF). Reaction SMILES: [CH3:1][O:2][N:3]1[C:8](=[O:9])[CH:7]=[CH:6][C:5]([C:10]([O:12]C)=[O:11])=[CH:4]1.C[Si](C)(C)[O-].[K+].CO>C1COCC1>[CH3:1][O:2][N:3]1[C:8](=[O:9])[CH:7]=[CH:6][C:5]([C:10]([OH:12])=[O:11])=[CH:4]1 |f:1.2|. Yields the product CON1C=C(C=CC1=O)C(=O)O (1-methoxy-6-oxo-1,6-dihydropyridine-3-carboxylic acid). Reactants: CON1C=C(C=CC1=O)C(=O)OC (methyl 1-methoxy-6-oxo-1,6-dihydropyridine-3-carboxylate), C[Si]([O-])(C)C.[K+] (potassium trimethylsilanolate), CO (MeOH). Procedure details: A solution of methyl 1-methoxy-6-oxo-1,6-dihydropyridine-3-carboxylate (64 mg, 0.349 mmol) and potassium trimethylsilanolate (90 mg, 0.699 mmol) in THF (6 mL) was stirred at 23° C. for 20 min. MeOH (5 mL) was added, and the mixture was filtered. The filtrate was concentrated affording 1-methoxy-6-oxo-1,6-dihydropyridine-3-carboxylic acid as a white solid. Starting materials: O=C1C=CC(=O)C=C1, O=[N+]([O-])c1cc([N+](=O)[O-])c(CCc2c([N+](=O)[O-])cc([N+](=O)[O-])cc2[N+](=O)[O-])c([N+](=O)[O-])c1, CN(C)C=O, O, c1ccncc1. Product: O=[N+]([O-])c1cc([N+](=O)[O-])c(C=Cc2c([N+](=O)[O-])cc([N+](=O)[O-])cc2[N+](=O)[O-])c([N+](=O)[O-])c1. RXN SMILES: [C:33]1(=[O:34])[CH:35]=[CH:36][C:37](=[O:38])[CH:39]=[CH:40]1.[N+:1](=[O:2])([O-:3])[c:4]1[c:5]([CH2:16][CH2:17][c:18]2[c:19]([N+:30](=[O:31])[O-:32])[cH:20][c:21]([N+:27](=[O:28])[O-:29])[cH:22][c:23]2[N+:24](=[O:25])[O-:26])[c:6]([N+:13](=[O:14])[O-:15])[cH:7][c:8]([N+:10](=[O:11])[O-:12])[cH:9]1.[O:47]=[CH:48][N:49]([CH3:50])[CH3:51].[OH2:52].[cH:41]1[cH:42][cH:43][n:44][cH:45][cH:46]1>>[N+:1](=[O:2])([O-:3])[c:4]1[c:5]([CH:16]=[CH:17][c:18]2[c:19]([N+:30](=[O:31])[O-:32])[cH:20][c:21]([N+:27](=[O:28])[O-:29])[cH:22][c:23]2[N+:24](=[O:25])[O-:26])[c:6]([N+:13](=[O:14])[O-:15])[cH:7][c:8]([N+:10](=[O:11])[O-:12])[cH:9]1.